From a dataset of the Open Reaction Database (ORD), a public repository of structured organic reaction records. describe an organic reaction: reactants, conditions, products, and yield Starting materials: ClC1=C(C=C(C=C1)OC1=CC=C(C=O)C=C1)C(F)(F)F (4-{[4-chloro-3-(trifluoromethyl)phenyl]oxy}benzaldehyde), [BH4-].[Na+] (NaBH4). The solvent is CO (methanol). Run at time 8 hour. Yields the product ClC1=C(C=C(OC2=CC=C(C=C2)CO)C=C1)C(F)(F)F ((4-(4-chloro-3-(trifluoromethyl)phenoxy)phenyl)methanol). Isolated yield 79.1%. Reaction SMILES: [Cl:1][C:2]1[CH:7]=[CH:6][C:5]([O:8][C:9]2[CH:16]=[CH:15][C:12]([CH:13]=[O:14])=[CH:11][CH:10]=2)=[CH:4][C:3]=1[C:17]([F:20])([F:19])[F:18].[BH4-].[Na+]>CO>[Cl:1][C:2]1[CH:7]=[CH:6][C:5]([O:8][C:9]2[CH:16]=[CH:15][C:12]([CH2:13][OH:14])=[CH:11][CH:10]=2)=[CH:4][C:3]=1[C:17]([F:18])([F:19])[F:20] |f:1.2|. Reported procedure: To a solution of 4-{[4-chloro-3-(trifluoromethyl)phenyl]oxy}benzaldehyde (21 g, 69.8 mmol) in methanol (200 mL) was added slowly NaBH4 (2.64 g, 69.8 mmol) portionwise. The mixture was stirred at room temperature overnight. After removing the solvent, the residue diluted with DCM. The resulting suspension was filtered, the filtrate was concentrated in vacuo to afford the title compound (17.6 g, 55.2 mmol, 79% yield) as yellow solid. LCMS: rt=1.71 min, [M+H+]=303, 305 The reactants are S(=O)(=O)(Cl)Cl (Sulfuryl chloride), Cl.C1(CCC1)N (cyclobutylamine hydrochloride). The solvent is CC#N (CH3CN). Yields the product C1(CCC1)NS(=O)(=O)Cl (N-cyclobutylsulfamoyl chloride). As a reaction SMILES: [S:1]([Cl:5])(Cl)(=[O:3])=[O:2].Cl.[CH:7]1([NH2:11])[CH2:10][CH2:9][CH2:8]1>CC#N>[CH:7]1([NH:11][S:1]([Cl:5])(=[O:3])=[O:2])[CH2:10][CH2:9][CH2:8]1 |f:1.2|. Procedure details: Sulfuryl chloride (104 mmol) was dissolved in dry CH3CN (25 mL), added cyclobutylamine hydrochloride (31 mmol) and stirred at reflux for 16 h. The obtained reaction mixture was cooled to rt and concentrated in vacuo. The obtained residue was trituated with Et2O (2×25 mL). The combined Et2O-phases were concentrated in vacuo affording the title compound as oil. Starting materials: [N+](=O)([O-])C1=C(C=CC(=C1CC)[N+](=O)[O-])OC (2,4-dinitro-3-ethylanisole), stannous chloride, C([O-])([O-])=O.[Na+].[Na+] (sodium carbonate). Solvent: CO (methanol). Conditions: temperature 45 celsius. Yields the product NC1=C(C(=C(C=C1)OC)[N+](=O)[O-])CC (4-amino-3-ethyl-2-nitroanisole). RXN SMILES: [N+:1]([C:4]1[C:9]([CH2:10][CH3:11])=[C:8]([N+:12]([O-])=O)[CH:7]=[CH:6][C:5]=1[O:15][CH3:16])([O-:3])=[O:2].C(=O)([O-])[O-].[Na+].[Na+]>CO>[NH2:12][C:8]1[CH:7]=[CH:6][C:5]([O:15][CH3:16])=[C:4]([N+:1]([O-:3])=[O:2])[C:9]=1[CH2:10][CH3:11] |f:1.2.3|. Reported procedure: A solution of 2,4-dinitro-3-ethylanisole (23.7 mmol) in methanol (200 mL) is treated with stannous chloride (83.0 mmol). A reflux condenser is attached and the mixture is heated with an oil bath to 45° C. for two hours. The mixture is cooled to room temperature and poured over a saturated sodium carbonate solution (300 mL). The mixture is extracted with methylene chloride (400 mL). The methylene chloride layer is dried over magnesium sulfate and concentrated under reduced pressure to yield the c... Starting materials: BrCC(=O)OC (Methyl bromoacetate), FC(C=1C=C(C=CC1)NC(=O)N1C=CC2=CC(=CC=C12)OC=1C2=C(N=CN1)CNC(C2)C)(F)F (5-(6-methyl-5,6,7,8-tetrahydro-pyrido[3,4-d]pyrimidin-4-yloxy)-indole-1-carboxylic acid (3-trifluoromethyl-phenyl)-amide), TEA. The solvent is C(C)#N (ACN). Reaction conditions: time 8 hour. Yields the product COC(CN1CC=2N=CN=C(C2CC1C)OC=1C=C2C=CN(C2=CC1)C(NC1=CC(=CC=C1)C(F)(F)F)=O)=O ({6-methyl-4-[1-(3-trifluoromethyl-phenylcarbamoyl)-1H-indol-5-yloxy]-5,8-dihydro-6H-pyrido[3,4-d]pyrimidin-7-yl}-acetic acid methyl ester). RXN SMILES: Br[CH2:2][C:3]([O:5][CH3:6])=[O:4].[F:7][C:8]([F:40])([F:39])[C:9]1[CH:10]=[C:11]([NH:15][C:16]([N:18]2[C:26]3[C:21](=[CH:22][C:23]([O:27][C:28]4[C:29]5[CH2:37][CH:36]([CH3:38])[NH:35][CH2:34][C:30]=5[N:31]=[CH:32][N:33]=4)=[CH:24][CH:25]=3)[CH:20]=[CH:19]2)=[O:17])[CH:12]=[CH:13][CH:14]=1>C(#N)C>[CH3:6][O:5][C:3](=[O:4])[CH2:2][N:35]1[CH:36]([CH3:38])[CH2:37][C:29]2[C:28]([O:27][C:23]3[CH:22]=[C:21]4[C:26](=[CH:25][CH:24]=3)[N:18]([C:16](=[O:17])[NH:15][C:11]3[CH:12]=[CH:13][CH:14]=[C:9]([C:8]([F:7])([F:39])[F:40])[CH:10]=3)[CH:19]=[CH:20]4)=[N:33][CH:32]=[N:31][C:30]=2[CH2:34]1. Reported procedure: Methyl bromoacetate (0.15 mL, 1.58 mmol) is added to a solution of 5-(6-methyl-5,6,7,8-tetrahydro-pyrido[3,4-d]pyrimidin-4-yloxy)-indole-1-carboxylic acid (3-trifluoromethyl-phenyl)-amide, Example 52-B, (0.370 g, 0.792 mmol) and TEA (0.44 mL, 3.17 mmol) in ACN (10 mL). The solution is allowed to stir overnight. The solution is then concentrated and the residue separated directly via FCC (30-100% EtOAc/heptane) to give {6-methyl-4-[1-(3-trifluoromethyl-phenylcarbamoyl)-1H-indol-5-yloxy]-5,8-dihyd...